Dataset: the Open Reaction Database (ORD), a public repository of structured organic reaction records. Task: describe an organic reaction: reactants, conditions, products, and yield Product: COC(=O)CC(C[N+](=O)[O-])c1ccc2c(C)cn(CCCc3ccccc3)c2c1. As a reaction SMILES: [CH3:1][c:2]1[cH:3][n:4]([CH2:17][CH2:18][CH2:19][c:20]2[cH:21][cH:22][cH:23][cH:24][cH:25]2)[c:5]2[cH:6][c:7]([CH:11]=[CH:12][C:13](=[O:14])[O:15][CH3:16])[cH:8][cH:9][c:10]12.[CH3:26][NH:27][C:28](=[N:29][CH3:30])[N:31]([CH3:32])[CH3:33].[ClH:34].[N+:35](=[O:36])([O-:37])[CH3:38]>>[CH3:1][c:2]1[cH:3][n:4]([CH2:17][CH2:18][CH2:19][c:20]2[cH:21][cH:22][cH:23][cH:24][cH:25]2)[c:5]2[cH:6][c:7]([CH:11]([CH2:12][C:13](=[O:14])[O:15][CH3:16])[CH2:38][N+:35](=[O:36])[O-:37])[cH:8][cH:9][c:10]12. Reactants: COC(=O)C=Cc1ccc2c(C)cn(CCCc3ccccc3)c2c1, CN=C(NC)N(C)C, Cl, C[N+](=O)[O-]. Starting materials: ClC(COC(NC1=CC=C(C=C1)OC1=C(C=C(C=C1)C(NC1=CC=C(C=C1)Br)=O)N)=O)(Cl)Cl ({4-[2-Amino-4-(4-bromo-phenylcarbamoyl)-phenoxy]-phenyl}-carbamic acid 2,2,2-trichloro-ethyl ester), C(#N)C=1C(=NC(=CC1)C(C)C)N=CN(C)C (N′-(3-cyano-6-isopropyl-pyridin-2-yl)-N,N-dimethyl-formamidine). The solvent is C(C)(=O)O (acetic acid). Reaction conditions: temperature 140 celsius. Yields the product ClC(COC(NC1=CC=C(C=C1)OC1=C(C=C(C=C1)C(NC1=CC=C(C=C1)Br)=O)NC=1C2=C(N=CN1)N=C(C=C2)C(C)C)=O)(Cl)Cl ({4-[4-(4-Bromo-phenylcarbamoyl)-2-(7-isopropyl-pyrido[2,3-d]pyrimidin-4-ylamino)-phenoxy]-phenyl}-carbamic acid 2,2,2-trichloro-ethyl ester). The yield is 64.0%. As a reaction SMILES: [Cl:1][C:2]([Cl:33])([Cl:32])[CH2:3][O:4][C:5](=[O:31])[NH:6][C:7]1[CH:12]=[CH:11][C:10]([O:13][C:14]2[CH:19]=[CH:18][C:17]([C:20](=[O:29])[NH:21][C:22]3[CH:27]=[CH:26][C:25]([Br:28])=[CH:24][CH:23]=3)=[CH:16][C:15]=2[NH2:30])=[CH:9][CH:8]=1.C([C:36]1[C:37]([N:45]=[CH:46][N:47]([CH3:49])C)=[N:38][C:39]([CH:42]([CH3:44])[CH3:43])=[CH:40][CH:41]=1)#N>C(O)(=O)C>[Cl:33][C:2]([Cl:1])([Cl:32])[CH2:3][O:4][C:5](=[O:31])[NH:6][C:7]1[CH:8]=[CH:9][C:10]([O:13][C:14]2[CH:19]=[CH:18][C:17]([C:20](=[O:29])[NH:21][C:22]3[CH:27]=[CH:26][C:25]([Br:28])=[CH:24][CH:23]=3)=[CH:16][C:15]=2[NH:30][C:49]2[C:36]3[CH:41]=[CH:40][C:39]([CH:42]([CH3:43])[CH3:44])=[N:38][C:37]=3[N:45]=[CH:46][N:47]=2)=[CH:11][CH:12]=1. Reported procedure: A mixture of the products of Example 361E (2.39 g, 4.2 mmol) and Example 8E (N′-(3-cyano-6-isopropyl-pyridin-2-yl)-N,N-dimethyl-formamidine) (0.91 g, 4.2 mmol) in 10 mL of glacial acetic acid was heated in a 140° C. preheated oil bath for 45 minutes. The reaction mixture was cooled, evaporated in vacuo and the residue partitioned between ethyl acetate (250 mL) and water (100 mL). The organic phase was then washed with saturated aqueous sodium bicarbonate and then brine, dried over anhydrous magn... RXN SMILES: [Br:32][N:33]1[C:34](=[O:35])[CH2:36][CH2:37][C:38]1=[O:39].[CH2:41]([Cl:42])[Cl:43].[F:1][c:2]1[cH:3][c:4]([CH2:9][CH2:10][CH2:11][OH:12])[cH:5][cH:6][c:7]1[F:8].[OH2:40].[c:13]1([P:14]([c:15]2[cH:16][cH:17][cH:18][cH:19][cH:20]2)[c:21]2[cH:22][cH:23][cH:24][cH:25][cH:26]2)[cH:27][cH:28][cH:29][cH:30][cH:31]1>>[F:1][c:2]1[cH:3][c:4]([CH2:9][CH2:10][CH2:11][Br:32])[cH:5][cH:6][c:7]1[F:8]. The reactants are O=C1CCC(=O)N1Br, ClCCl, OCCCc1ccc(F)c(F)c1, O, c1ccc(P(c2ccccc2)c2ccccc2)cc1. The product is Fc1ccc(CCCBr)cc1F. Starting materials: COC(=O)C=Cn1cnc2ccc(O)cc2c1=O, Cl, O. The product is O=C(O)C=Cn1cnc2ccc(O)cc2c1=O. Reaction SMILES: [CH3:1][O:2][C:3]([CH:4]=[CH:5][n:6]1[cH:7][n:8][c:9]2[cH:10][cH:11][c:12]([OH:17])[cH:13][c:14]2[c:15]1=[O:16])=[O:18].[ClH:19].[OH2:20]>>[O:2]=[C:3]([CH:4]=[CH:5][n:6]1[cH:7][n:8][c:9]2[cH:10][cH:11][c:12]([OH:17])[cH:13][c:14]2[c:15]1=[O:16])[OH:18]. Starting materials: C1CCOC1, COC(=O)C(NS(=O)(=O)c1ccc(-c2ccc(OC)cc2)cc1)C(OCc1ccc(C)cc1)c1nccs1, CO, Cl, [Li+], [OH-], O. Yields the product COc1ccc(-c2ccc(S(=O)(=O)NC(C(=O)O)C(OCc3ccc(C)cc3)c3nccs3)cc2)cc1. As a reaction SMILES: [CH2:45]1[O:46][CH2:47][CH2:48][CH2:49]1.[CH3:1][O:2][C:3]([CH:4]([CH:5]([c:6]1[s:7][cH:8][cH:9][n:10]1)[O:11][CH2:12][c:13]1[cH:14][cH:15][c:16]([CH3:19])[cH:17][cH:18]1)[NH:20][S:21](=[O:22])(=[O:23])[c:24]1[cH:25][cH:26][c:27](-[c:30]2[cH:31][cH:32][c:33]([O:36][CH3:37])[cH:34][cH:35]2)[cH:28][cH:29]1)=[O:38].[CH3:43][OH:44].[ClH:41].[Li+:39].[OH-:40].[OH2:42]>>[O:2]=[C:3]([CH:4]([CH:5]([c:6]1[s:7][cH:8][cH:9][n:10]1)[O:11][CH2:12][c:13]1[cH:14][cH:15][c:16]([CH3:19])[cH:17][cH:18]1)[NH:20][S:21](=[O:22])(=[O:23])[c:24]1[cH:25][cH:26][c:27](-[c:30]2[cH:31][cH:32][c:33]([O:36][CH3:37])[cH:34][cH:35]2)[cH:28][cH:29]1)[OH:38]. Reactants: NCCC1C(N(C2=CC=CC=C12)C)=O (3-(2-Aminoethyl)-1-methylindolin-2-one), CCN(C(C)C)C(C)C (DIEA), C(#N)C=1C(=NC(=NC1)S(=O)(=O)C)N[C@H]1C([C@H](C1)C(=O)N)(C)C ((1S,3R)-3-(5-cyano-2-(methylsulfonyl)pyrimidin-4-ylamino)-2,2-dimethylcyclobutanecarboxamide). Solvent: O (water). Reaction conditions: temperature 90 celsius, time 1 hour. Product: C(#N)C=1C(=NC(=NC1)NCCC1C(N(C2=CC=CC=C12)C)=O)N[C@H]1C([C@H](C1)C(=O)N)(C)C ((1S,3R)-3-(5-Cyano-2-(2-(1-methyl-2-oxoindolin-3-yl)ethylamino)pyrimidin-4-ylamino)-2,2-dimethylcyclobutanecarboxamide). The yield is 8.0%. RXN SMILES: [NH2:1][CH2:2][CH2:3][CH:4]1[C:12]2[C:7](=[CH:8][CH:9]=[CH:10][CH:11]=2)[N:6]([CH3:13])[C:5]1=[O:14].CCN(C(C)C)C(C)C.[C:24]([C:26]1[C:27]([NH:36][C@@H:37]2[CH2:40][C@H:39]([C:41]([NH2:43])=[O:42])[C:38]2([CH3:45])[CH3:44])=[N:28][C:29](S(C)(=O)=O)=[N:30][CH:31]=1)#[N:25]>O>[C:24]([C:26]1[C:27]([NH:36][C@@H:37]2[CH2:40][C@H:39]([C:41]([NH2:43])=[O:42])[C:38]2([CH3:45])[CH3:44])=[N:28][C:29]([NH:1][CH2:2][CH2:3][CH:4]2[C:12]3[C:7](=[CH:8][CH:9]=[CH:10][CH:11]=3)[N:6]([CH3:13])[C:5]2=[O:14])=[N:30][CH:31]=1)#[N:25]. Procedure: 3-(2-Aminoethyl)-1-methylindolin-2-one (231 mg, 1.02 mmol) and DIEA (197 mg, 1.53 mmol) were added to the reaction mixture of (1S,3R)-3-(5-cyano-2-(methylsulfonyl)pyrimidin-4-ylamino)-2,2-dimethylcyclobutanecarboxamide (prepared as described above) at 0° C. and stirred at 90° C. for 1 h. The reaction was diluted with water and extracted with ethyl acetate. The combined organic layers were dried over sodium sulfate and concentrated to afford the crude product, which was purified by standard metho... The reactants are [OH-].[Na+] (sodium hydroxide), C(C)(=O)OCC (Ethyl acetate), NC1=NC=NN2C1=CC(=C2)C#N (4-aminopyrrolo[2,1-f][1,2,4]triazine-6-carbonitrile), S(O)(O)(=O)=O (sulfuric acid), ice. Solvent: ClCCl (dichloromethane), C(C)O (ethanol). The product is NC1=NC=NN2C1=CC(=C2)C(=O)OCC (Ethyl 4-aminopyrrolo[2,1-f][1,2,4]triazine-6-carboxylate). RXN SMILES: [NH2:1][C:2]1[C:7]2=[CH:8]C(C#N)=[CH:10][N:6]2[N:5]=[CH:4][N:3]=1.S(=O)(=O)(O)O.[OH-].[Na+].[C:20]([O:23][CH2:24][CH3:25])(=[O:22])[CH3:21]>C(O)C.ClCCl>[NH2:1][C:2]1[C:7]2=[CH:8][C:21]([C:20]([O:23][CH2:24][CH3:25])=[O:22])=[CH:10][N:6]2[N:5]=[CH:4][N:3]=1 |f:2.3|. Procedure: A solution of 4-aminopyrrolo[2,1-f][1,2,4]triazine-6-carbonitrile (3.9 g, 24.5 mmol; preparation described in PCT Int. Pat. Appl. WO 2007/064883) in ethanol (124.8 ml) was stirred with concentrated sulfuric acid (62.4 ml) at 80° C. overnight. After cooling to rt, the reaction mixture was poured onto 800 g of ice and brought to pH 6-7 with concentrated aq. sodium hydroxide solution. Ethyl acetate (500 ml) and dichloromethane (500 ml) were added to the suspension, and the resulting mixture was fil... The reactants are FC1=C(C=CC(=C1)F)[C@]1(OC1)[C@H](C)O ((1S)-1-[(2R)-2-(2,4-difluorophenyl)-2-oxiranyl]ethanol), CC1=C2NC=NC2=NC=N1 (6-methylpurine). Product: FC1=C(C=CC(=C1)F)[C@]1(OC1)[C@@H](C)N1C2=NC=NC(=C2N=C1)C ((2S)-2-(2,4-difluorophenyl)-2-[(1R)-1-[6-methyl-9(9H)-purinyl]ethyl]oxirane). Isolated yield 46.0%. Reaction SMILES: [F:1][C:2]1[CH:7]=[C:6]([F:8])[CH:5]=[CH:4][C:3]=1[C@:9]1([C@@H:12](O)[CH3:13])[CH2:11][O:10]1.[CH3:15][C:16]1[N:24]=[CH:23][N:22]=[C:21]2[C:17]=1[NH:18][CH:19]=[N:20]2>>[F:1][C:2]1[CH:7]=[C:6]([F:8])[CH:5]=[CH:4][C:3]=1[C@:9]1([C@H:12]([N:20]2[CH:19]=[N:18][C:17]3[C:21]2=[N:22][CH:23]=[N:24][C:16]=3[CH3:15])[CH3:13])[CH2:11][O:10]1. Procedure: Using (1S)-1-[(2R)-2-(2,4-difluorophenyl)-2-oxiranyl]ethanol (587 mg) and 6-methylpurine (353 mg), (2S)-2-(2,4-difluorophenyl)-2-[(1R)-1-[6-methyl-9(9H)-purinyl]ethyl]oxirane (383 mg) was obtained as a white powder by the same way as in Reference Example 2. The reactants are FC1=C(OC2=CC(=NC=C2)N)C=CC(=C1)[N+](=O)[O-] (4-(2-fluoro-4-nitrophenoxy)pyridin-2-ylamine), ClC(=O)OC1=CC=CC=C1 (phenyl chloroformate), Cl.Cl.Cl.CN(C1CN(C1)C1CCNCC1)C (N,N-Dimethyl-N-[1-(piperidin-4-yl)azetidin-3-yl]amine trihydrochloride), aqueous solution, [OH-].[Na+] (sodium hydroxide). The solvent is O1CCCC1 (tetrahydrofuran), C(C)N(CC)CC (triethylamine), O (water), C(C)N(CC)CC (triethylamine), CN(C=O)C (N,N-dimethylformamide). Conditions: time 30 minute. Yields the product FC1=C(OC2=CC(=NC=C2)NC(=O)N2CCC(CC2)N2CC(C2)N(C)C)C=CC(=C1)[N+](=O)[O-] (4-(3-Dimethylaminoazetidin-1-yl)piperidine-1-carboxylic acid [4-(2-fluoro-4-nitrophenoxy)pyridin-2-yl]amide). The yield is 100.0%. Reaction SMILES: [F:1][C:2]1[CH:15]=[C:14]([N+:16]([O-:18])=[O:17])[CH:13]=[CH:12][C:3]=1[O:4][C:5]1[CH:10]=[CH:9][N:8]=[C:7]([NH2:11])[CH:6]=1.Cl[C:20](OC1C=CC=CC=1)=[O:21].Cl.Cl.Cl.[CH3:32][N:33]([CH3:44])[CH:34]1[CH2:37][N:36]([CH:38]2[CH2:43][CH2:42][NH:41][CH2:40][CH2:39]2)[CH2:35]1.[OH-].[Na+]>O1CCCC1.O.C(N(CC)CC)C.CN(C)C=O>[F:1][C:2]1[CH:15]=[C:14]([N+:16]([O-:18])=[O:17])[CH:13]=[CH:12][C:3]=1[O:4][C:5]1[CH:10]=[CH:9][N:8]=[C:7]([NH:11][C:20]([N:41]2[CH2:42][CH2:43][CH:38]([N:36]3[CH2:35][CH:34]([N:33]([CH3:44])[CH3:32])[CH2:37]3)[CH2:39][CH2:40]2)=[O:21])[CH:6]=1 |f:2.3.4.5,6.7|. Procedure details: To a solution of 4-(2-fluoro-4-nitrophenoxy)pyridin-2-ylamine (140 mg) in tetrahydrofuran (7.0 ml) were added triethylamine (0.172 ml) and phenyl chloroformate (0.141 ml) in this order at room temperature, followed by stirring at room temperature for 30 min. The reaction mixture was concentrated to give a residue. To the residue were added N,N-dimethylformamide (5.0 ml), triethylamine (0.940 ml), N,N-Dimethyl-N-[1-(piperidin-4-yl)azetidin-3-yl]amine trihydrochloride (658 mg) and water (0.050 ml)...